Dataset: the Open Reaction Database (ORD), a public repository of structured organic reaction records. Task: describe an organic reaction: reactants, conditions, products, and yield The reactants are CO (Methanol), C(O)([O-])=O.[Na+] (sodium hydrogencarbonate), FC1=C(C=C(C=C1)C1=C2C=CC(=NC2=NC=C1)C(F)(F)F)OC (5-(4-fluoro-3-methoxyphenyl)-2-trifluoromethyl[1,8]naphthyridine), B(Br)(Br)Br (boron(III) bromide), solution. The solvent is ClCCl (dichloromethane), ClCCl (dichloromethane). Conditions: temperature 0 celsius. Yields the product FC1=C(C=C(C=C1)C1=CC=NC2=NC(=CC=C12)C(F)(F)F)O (2-Fluoro-5-(7-trifluoromethyl-[1,8]naphthyridin-4-yl)phenol). RXN SMILES: [F:1][C:2]1[CH:7]=[CH:6][C:5]([C:8]2[CH:17]=[CH:16][N:15]=[C:14]3[C:9]=2[CH:10]=[CH:11][C:12]([C:18]([F:21])([F:20])[F:19])=[N:13]3)=[CH:4][C:3]=1[O:22]C.B(Br)(Br)Br.CO.C(=O)([O-])O.[Na+]>ClCCl>[F:1][C:2]1[CH:7]=[CH:6][C:5]([C:8]2[C:9]3[C:14](=[N:13][C:12]([C:18]([F:19])([F:20])[F:21])=[CH:11][CH:10]=3)[N:15]=[CH:16][CH:17]=2)=[CH:4][C:3]=1[OH:22] |f:3.4|. Procedure details: To 5-(4-fluoro-3-methoxyphenyl)-2-trifluoromethyl[1,8]naphthyridine (prepared as described in Example 34; 1.00 g, 3.1 mmol) in dichloromethane (20 mL) was added boron(III) bromide (9.31 mL of a 1 M solution in dichloromethane, 9.3 mmol) dropwise with stirring at 0° C., and the resulting mixture was stirred at 0° C. for 1 h. Methanol (2 mL) was added dropwise at 0° C. with stirring—Care! Large exotherm observed!—then the mixture was poured into saturated sodium hydrogencarbonate solution (50 mL).... The reactants are [C-]#N.[Na+] (sodium cyanide), O (water), O (water), CSC1=CC=C(CCl)C=C1 (4-(methylthio)benzyl chloride). Reagents/catalysts: [Cl-].C(CCC)[N+](CCCC)(CCCC)CCCC (tetrabutylammonium chloride). Solvent: C1(=CC=CC=C1)C (toluene), C1(=CC=CC=C1)C (toluene). Run at temperature 82.5 celsius, time 2 hour. Product: CSC1=CC=C(C=C1)CC#N (4-(methylthio)phenylacetonitrile). The yield is 100.5%. Reaction SMILES: [CH3:1][S:2][C:3]1[CH:10]=[CH:9][C:6]([CH2:7]Cl)=[CH:5][CH:4]=1.[C-:11]#[N:12].[Na+].O>C1(C)C=CC=CC=1.[Cl-].C([N+](CCCC)(CCCC)CCCC)CCC>[CH3:1][S:2][C:3]1[CH:10]=[CH:9][C:6]([CH2:7][C:11]#[N:12])=[CH:5][CH:4]=1 |f:1.2,5.6|. Procedure details: Under an atmosphere of nitrogen, 25.9 g (150 mmol) of 4-(methylthio)benzyl chloride were dissolved in 45.5 g of toluene. 9.29 g (180 mmol) of sodium cyanide, 0.92 g (2.9 mmol) of tetrabutylammonium chloride and 14.4 g of water were then added. The mixture was stirred at 80-85° C. for 2 h. The reaction mixture was admixed with 30 g of toluene and 45 g of water, the aqueous phase was decanted off and the organic phase was concentrated. This gave a residue of 24.6 g of the title product in a yield ... Starting materials: C(CCC)[Se]CCCC (di-n-butylselenide), CI (methyl iodide), C(CCC)SCCCC (di-n-butylsulfide), CI (methyl iodide). Product: [I-].C(CCC)[S+](C)CCCC (di-n-butylmethylsulfonium iodide), [I-].C(CCC)[Se+](C)CCCC (Di-n-butylmethylselenonium iodide). RXN SMILES: [CH2:1]([S:5][CH2:6][CH2:7][CH2:8][CH3:9])[CH2:2][CH2:3][CH3:4].C[I:11].[CH2:12]([Se:16][CH2:17][CH2:18][CH2:19][CH3:20])[CH2:13][CH2:14][CH3:15]>>[I-:11].[CH2:1]([S+:5]([CH2:6][CH2:7][CH2:8][CH3:9])[CH3:12])[CH2:2][CH2:3][CH3:4].[I-:11].[CH2:12]([Se+:16]([CH2:17][CH2:18][CH2:19][CH3:20])[CH3:1])[CH2:13][CH2:14][CH3:15] |f:3.4,5.6|. Procedure details: The di-n-butylmethylsulfonium iodide was prepared in situ starting from di-n-butylsulfide and methyl iodide. Di-n-butylmethylselenonium iodide was prepared in situ starting from di-n-butylselenide and methyl iodide.